Dataset: the Open Reaction Database (ORD), a public repository of structured organic reaction records. Task: describe an organic reaction: reactants, conditions, products, and yield Reported procedure: Following the general method as outlined in Example 22, starting from (2S,4EZ)-1-(tert-butoxycarbonyl)-4-{[(3,4-dichlorobenzyl)oxy]imino}-2-pyrrolidinecarboxylic acid, acetyl chloride, and 2-furylmethylamine the title compound was obtained in 199% purity by LC/MS. MS(ESI+): m/z=424.6. Yields the product C(C)(=O)N1[C@@H](CC(C1)=NOCC1=CC(=C(C=C1)Cl)Cl)C(=O)NCC=1OC=CC1 ((2S,4EZ)-1-acetyl-4-{[(3,4-dichlorobenzyl)oxy]imino}-N-(2-furylmethyl)-2-pyrrolidinecarboxamide). As a reaction SMILES: C(O[C:6]([N:8]1[CH2:12][C:11](=[N:13][O:14][CH2:15][C:16]2[CH:21]=[CH:20][C:19]([Cl:22])=[C:18]([Cl:23])[CH:17]=2)[CH2:10][C@H:9]1[C:24]([OH:26])=O)=[O:7])(C)(C)C.[C:27](Cl)(=O)C.[O:31]1[CH:35]=[CH:34][CH:33]=[C:32]1[CH2:36][NH2:37]>>[C:6]([N:8]1[CH2:12][C:11](=[N:13][O:14][CH2:15][C:16]2[CH:21]=[CH:20][C:19]([Cl:22])=[C:18]([Cl:23])[CH:17]=2)[CH2:10][C@H:9]1[C:24]([NH:37][CH2:36][C:32]1[O:31][CH:35]=[CH:34][CH:33]=1)=[O:26])(=[O:7])[CH3:27]. The reactants are C(C)(C)(C)OC(=O)N1[C@@H](CC(C1)=NOCC1=CC(=C(C=C1)Cl)Cl)C(=O)O ((2S,4EZ)-1-(tert-butoxycarbonyl)-4-{[(3,4-dichlorobenzyl)oxy]imino}-2-pyrrolidinecarboxylic acid), C(C)(=O)Cl (acetyl chloride), O1C(=CC=C1)CN (2-furylmethylamine). The reactants are ClC1=C(C(=NN1C)C)C(C1=C(C=C(C=C1)Cl)Cl)=O (5-chloro-4-(2,4-dichlorobenzoyl)-1,3-dimethylpyrazole), S.[Na] (sodium hydrogen sulfide). Run in C(C)O (ethanol). Product: CN1N=C(C(=C1S)C(C1=C(C=C(C=C1)Cl)Cl)=O)C (1,3-Dimethyl-4-(2,4-dichlorobenzoyl)-5-mercaptopyrazole). Yield: 33.3%. Reaction SMILES: Cl[C:2]1[N:6]([CH3:7])[N:5]=[C:4]([CH3:8])[C:3]=1[C:9](=[O:18])[C:10]1[CH:15]=[CH:14][C:13]([Cl:16])=[CH:12][C:11]=1[Cl:17].[SH2:19].[Na]>C(O)C>[CH3:7][N:6]1[C:2]([SH:19])=[C:3]([C:9](=[O:18])[C:10]2[CH:15]=[CH:14][C:13]([Cl:16])=[CH:12][C:11]=2[Cl:17])[C:4]([CH3:8])=[N:5]1 |f:1.2,^1:19|. Procedure: A mixture of 0.3 g. of 5-chloro-4-(2,4-dichlorobenzoyl)-1,3-dimethylpyrazole, 2.1 g. of sodium hydrogen sulfide 2 hydrate and 6 ml. of ethanol is heated under reflux on a water bath for 3 hours. After completion of the reaction, the ethanol is distilled off under reduced pressure from the reaction mixture and 15 ml. of water is added followed by extraction with benzene. To an aqueous layer is added conc. hydrochloric acid to adjust the pH to 1 and the mixture is extracted with chloroform. The ex... Starting materials: CC(=O)N(c1ccc(B2OC(C)(C)C(C)(C)O2)cc1)C(C)(C)C, CCOC(C)=O, c1ccncc1. Yields the product CC(=O)N(C)c1ccc(B2OC(C)(C)C(C)(C)O2)cc1. RXN SMILES: [CH3:1][C:2]1([CH3:23])[O:3][B:4]([c:9]2[cH:10][cH:11][c:12]([N:15]([C:16]([CH3:17])=[O:18])[C:19]([CH3:20])([CH3:21])[CH3:22])[cH:13][cH:14]2)[O:5][C:6]1([CH3:7])[CH3:8].[CH3:30][CH2:31][O:32][C:33]([CH3:34])=[O:35].[cH:24]1[cH:25][cH:26][n:27][cH:28][cH:29]1>>[CH3:1][C:2]1([CH3:23])[O:3][B:4]([c:9]2[cH:10][cH:11][c:12]([N:15]([C:16]([CH3:17])=[O:18])[CH3:19])[cH:13][cH:14]2)[O:5][C:6]1([CH3:7])[CH3:8]. Starting materials: C(C(CO)(CO)N)O (Tris), C(C)(=O)[O-].[K+] (potassium acetate), RNA, O=C[C@H](O)[C@@H](O)[C@H](O)[C@H](O)CO (glucose), [OH-].[Na+] (NaOH), S(=O)(=O)(OCCCCCCCCCCCC)[O-].[Na+] (SDS), DNA. Product: S(=O)(=O)(OCCCCCCCCCCCC)[O-].[K+] (potassium dodecyl sulphate). RXN SMILES: C(O)C(N)(CO)CO.O=C[C@@H]([C@H]([C@@H]([C@@H](CO)O)O)O)O.[OH-].[Na+].[S:23]([O-:39])([O:26][CH2:27][CH2:28][CH2:29][CH2:30][CH2:31][CH2:32][CH2:33][CH2:34][CH2:35][CH2:36][CH2:37][CH3:38])(=[O:25])=[O:24].[Na+].C([O-])(=O)C.[K+:45]>>[S:23]([O-:39])([O:26][CH2:27][CH2:28][CH2:29][CH2:30][CH2:31][CH2:32][CH2:33][CH2:34][CH2:35][CH2:36][CH2:37][CH3:38])(=[O:24])=[O:25].[K+:45] |f:2.3,4.5,6.7,8.9|. Procedure: The cells are thawed, where appropriate, and then lysed. Chemical lysis can be broken down into three steps. The first consists in resuspending the cells in a 25 mM Tris, pH 6.8, 50 mM glucose, 10 mM ETDA buffer or equivalent. The cells are then lysed in a mixture containing 0.2 M NaOH and 1% SDS. The pH of the solution is approximately 12. The choice of an ionic detergent is essential since a non-ionic detergent gives extraction yields which are 10 times lower. The lysis is followed by a pseudo... Reactants: COc1ccc(-n2cnnn2)cc1CO, C1CCOC1. Yields the product COc1ccc(-n2cnnn2)cc1C=O. As a reaction SMILES: [CH3:1][O:2][c:3]1[c:4]([CH2:14][OH:15])[cH:5][c:6](-[n:9]2[n:10][n:11][n:12][cH:13]2)[cH:7][cH:8]1.[O:16]1[CH2:17][CH2:18][CH2:19][CH2:20]1>>[CH3:1][O:2][c:3]1[c:4]([CH:14]=[O:15])[cH:5][c:6](-[n:9]2[n:10][n:11][n:12][cH:13]2)[cH:7][cH:8]1. The reactants are C1CCOC1, CCOC(C)=O, O=C1C(Cl)=C(Cl)C(=O)C(Cl)=C1Cl, Cl. Product: CCOC(=O)CC1(O)C(Cl)=C(Cl)C(=O)C(Cl)=C1Cl. As a reaction SMILES: [CH2:20]1[O:21][CH2:22][CH2:23][CH2:24]1.[CH3:14][CH2:15][O:16][C:17]([CH3:18])=[O:19].[Cl:1][C:2]1=[C:7]([Cl:8])[C:6](=[O:9])[C:5]([Cl:10])=[C:4]([Cl:11])[C:3]1=[O:12].[ClH:13]>>[Cl:1][C:2]1=[C:7]([Cl:8])[C:6](=[O:9])[C:5]([Cl:10])=[C:4]([Cl:11])[C:3]1([OH:12])[CH2:18][C:17]([O:16][CH2:15][CH3:14])=[O:19]. Starting materials: NC1=C2C(=NC=N1)NN=C2 (4-Amino-1H-pyrazolo[3,4-d]pyrimidine), [H-].[Na+] (NaH), bromo sugar, ClC1=C(C=CC(=C1)Cl)CO[C@H]1[C@]([C@@H](OC)O[C@@H]1COCC1=C(C=C(C=C1)Cl)Cl)(O)C (3,5-Bis-O-(2,4-dichlorophenylmethyl)-2-C-methyl-1-O-methyl-α-D-ribofuranose), Br (HBr). Solvent: CN1C(CCC1)=O (1-methyl-2-pyrrolidinone), C1(=CC=CC=C1)C (toluene), ClCCl (dichloromethane). Conditions: time 10 minute. Yields the product NC1=C2C(=NC=N1)N(N=C2)[C@H]2[C@](O)([C@H](OCC1=C(C=C(C=C1)Cl)Cl)[C@H](O2)COCC2=C(C=C(C=C2)Cl)Cl)C (4-Amino-1-[3,5-bis-O-(2,4-dichlorophenylmethyl)-2-C-methyl-β-D-ribofuranosyl]-1H-pyrazolo[3,4-d]pyrimidine). Isolated yield 33.0%. As a reaction SMILES: [Cl:1][C:2]1[CH:7]=[C:6]([Cl:8])[CH:5]=[CH:4][C:3]=1[CH2:9][O:10][C@@H:11]1[C@@H:17]([CH2:18][O:19][CH2:20][C:21]2[CH:26]=[CH:25][C:24]([Cl:27])=[CH:23][C:22]=2[Cl:28])[O:16][C@H:13](OC)[C@:12]1([CH3:30])[OH:29].Br.[NH2:32][C:33]1[N:38]=[CH:37][N:36]=[C:35]2[NH:39][N:40]=[CH:41][C:34]=12.[H-].[Na+]>ClCCl.CN1CCCC1=O.C1(C)C=CC=CC=1>[NH2:32][C:33]1[N:38]=[CH:37][N:36]=[C:35]2[N:39]([C@@H:13]3[O:16][C@H:17]([CH2:11][O:10][CH2:9][C:3]4[CH:4]=[CH:5][C:6]([Cl:8])=[CH:7][C:2]=4[Cl:1])[C@@H:18]([O:19][CH2:20][C:21]4[CH:26]=[CH:25][C:24]([Cl:27])=[CH:23][C:22]=4[Cl:28])[C@@:12]3([CH3:30])[OH:29])[N:40]=[CH:41][C:34]=12 |f:3.4|. Procedure details: To the compound from Step C of Example 62 (1.00 g, 2.02 mmol) in dichloromethane (20 mL) was bubbled HBr gas for 5 min until it was saturated. The resulting solution was stirred at room temperature for 10 min, evaporated in vacuo and coevaporated with anhydrous toluene (10 mL). 4-Amino-1H-pyrazolo[3,4-d]pyrimidine (Aldrich, 0.43 g, 3.18 mmol) and NaH (60%, 150 mg, 3.8 mmol) were stirred in 1-methyl-2-pyrrolidinone (10 mL) for 30 min. The resulting solution was poured into the above bromo sugar r... Starting materials: COCCCn1ncc2ccc(CC(CBr)C(C)C)cc21, CCOC1=NC(C(C)C)C(OCC)=NC1, C1CCOC1, [Li]CCCC, CCCCCC. The product is CCOC1=NC(C(C)C)C(OCC)=NC1CC(Cc1ccc2cnn(CCCOC)c2c1)C(C)C. RXN SMILES: [Br:27][CH2:28][CH:29]([CH2:30][c:31]1[cH:32][cH:33][c:34]2[cH:35][n:36][n:37]([CH2:40][CH2:41][CH2:42][O:43][CH3:44])[c:38]2[cH:39]1)[CH:45]([CH3:46])[CH3:47].[CH2:1]([CH3:2])[O:3][C:4]1=[N:9][CH2:8][C:7]([O:10][CH2:11][CH3:12])=[N:6][CH:5]1[CH:13]([CH3:14])[CH3:15].[CH2:48]1[O:49][CH2:50][CH2:51][CH2:52]1.[CH3:16][CH2:17][CH2:18][CH2:19][Li:20].[CH3:21][CH2:22][CH2:23][CH2:24][CH2:25][CH3:26]>>[CH2:1]([CH3:2])[O:3][C:4]1=[N:9][CH:8]([CH2:28][CH:29]([CH2:30][c:31]2[cH:32][cH:33][c:34]3[cH:35][n:36][n:37]([CH2:40][CH2:41][CH2:42][O:43][CH3:44])[c:38]3[cH:39]2)[CH:45]([CH3:46])[CH3:47])[C:7]([O:10][CH2:11][CH3:12])=[N:6][CH:5]1[CH:13]([CH3:14])[CH3:15]. Reactants: CS(=O)(=O)O, COC(=O)C(=O)c1ccc(O)cc1, CN(C)C=O, CC(=O)O, [H-], [Na+], OCCCCc1ccncc1. Product: COC(=O)C(=O)c1ccc(OCCCCc2ccncc2)cc1. RXN SMILES: [CH3:16][S:17]([OH:18])(=[O:19])=[O:20].[CH3:1][O:2][C:3]([C:4]([c:5]1[cH:6][cH:7][c:8]([OH:11])[cH:9][cH:10]1)=[O:12])=[O:13].[CH3:32][N:33]([CH3:34])[CH:35]=[O:36].[CH3:37][C:38](=[O:39])[OH:40].[H-:14].[Na+:15].[n:21]1[cH:22][cH:23][c:24]([CH2:27][CH2:28][CH2:29][CH2:30][OH:31])[cH:25][cH:26]1>>[CH3:1][O:2][C:3]([C:4]([c:5]1[cH:6][cH:7][c:8]([O:11][CH2:30][CH2:29][CH2:28][CH2:27][c:24]2[cH:23][cH:22][n:21][cH:26][cH:25]2)[cH:9][cH:10]1)=[O:12])=[O:13].